From a dataset of the Open Reaction Database (ORD), a public repository of structured organic reaction records. describe an organic reaction: reactants, conditions, products, and yield The reactants are CCOC(=O)CC1CCOCC1, C1CCOC1, CC(C)[N-]C(C)C, CN(C)P(=O)(N(C)C)N(C)C, CI, Cl, [Li+]. Product: CCOC(=O)C(C)C1CCOCC1. As a reaction SMILES: [CH2:1]([CH3:2])[O:3][C:4]([CH2:5][CH:6]1[CH2:7][CH2:8][O:9][CH2:10][CH2:11]1)=[O:12].[CH2:35]1[O:36][CH2:37][CH2:38][CH2:39]1.[CH3:14][CH:15]([N-:16][CH:17]([CH3:18])[CH3:19])[CH3:20].[CH3:21][N:22]([CH3:23])[P:24]([N:25]([CH3:26])[CH3:27])([N:28]([CH3:29])[CH3:30])=[O:31].[CH3:32][I:33].[ClH:34].[Li+:13]>>[CH2:1]([CH3:2])[O:3][C:4]([CH:5]([CH:6]1[CH2:7][CH2:8][O:9][CH2:10][CH2:11]1)[CH3:14])=[O:12]. The reactants are ClC1=C(C(=NC=C1)NC(OC(C)(C)C)=O)C=O (tert-Butyl (4-chloro-3-formylpyridin-2-yl)carbamate), NCCCNC(OC(C)(C)C)=O (tert-butyl (3-amino-propyl)carbamate), CC(=O)O (AcOH). Run in C1(=CC=CC=C1)C (toluene). Run at time 8 hour. Product: ClC1=CC=NC2=C1C1N(C(N2)=O)CCCN1C(=O)OC(C)(C)C (tert-butyl 11-chloro-6-oxo-3,4,7,11b-tetrahydro-2H-pyrido[3,2-e]pyrimido[1,2-c]pyrimidine-1(6H)-carboxylate). As a reaction SMILES: [Cl:1][C:2]1[CH:7]=[CH:6][N:5]=[C:4]([NH:8][C:9](=[O:15])OC(C)(C)C)[C:3]=1[CH:16]=O.[NH2:18][CH2:19][CH2:20][CH2:21][NH:22][C:23](=[O:29])[O:24][C:25]([CH3:28])([CH3:27])[CH3:26].CC(O)=O>C1(C)C=CC=CC=1>[Cl:1][C:2]1[C:3]2[CH:16]3[N:22]([C:23]([O:24][C:25]([CH3:28])([CH3:27])[CH3:26])=[O:29])[CH2:21][CH2:20][CH2:19][N:18]3[C:9](=[O:15])[NH:8][C:4]=2[N:5]=[CH:6][CH:7]=1. Procedure details: tert-Butyl (4-chloro-3-formylpyridin-2-yl)carbamate (1.2 g, 4.67 mmol), tert-butyl (3-amino-propyl)carbamate (855 mg, 4.91 mmol), and AcOH (0.28 g, 4.67 mmol) were suspended in toluene (50 mL), and stirred overnight at room temperature. The reaction mixture was concentrated. The crude intermediate was dissolved in NMP (8 mL) in a 40 mL sealed tube, and stirred for 30 min. at 160 ° C. The reaction mixture was cooled, and the resulting precipitate was filtered, washed with MeOH, and dried under va... The reactants are C1CCOC1, COC(=O)c1ccc2c(ccn2C)c1, [Na+], [OH-]. Product: Cn1ccc2cc(C(=O)O)ccc21. Reaction SMILES: [CH2:17]1[O:18][CH2:19][CH2:20][CH2:21]1.[CH3:1][n:2]1[cH:3][cH:4][c:5]2[cH:6][c:7]([C:11](=[O:12])[O:13][CH3:14])[cH:8][cH:9][c:10]12.[Na+:16].[OH-:15]>>[CH3:1][n:2]1[cH:3][cH:4][c:5]2[cH:6][c:7]([C:11](=[O:12])[OH:13])[cH:8][cH:9][c:10]12. Product: C(C)(=O)NC1=NC=C(C(=C1)C=1OC(=C(N1)C(=O)N)C1=C(C=CC=C1)Cl)C (2-[2-(acetylamino)-5-methylpyridin-4-yl]-5-(2-chlorophenyl)-1,3-oxazole-4-carboxamide). Yield: 92.5%. The solvent is C(Cl)Cl (DCM). As a reaction SMILES: [C:1]([NH:4][C:5]1[CH:10]=[C:9]([C:11]2[O:12][C:13]([C:19]3[CH:24]=[CH:23][CH:22]=[CH:21][C:20]=3[Cl:25])=[C:14]([C:16](O)=[O:17])[N:15]=2)[C:8]([CH3:26])=[CH:7][N:6]=1)(=[O:3])[CH3:2].C[N:28](C(ON1N=NC2C=CC=CC1=2)=[N+](C)C)C.[B-](F)(F)(F)F.N>C(Cl)Cl>[C:1]([NH:4][C:5]1[CH:10]=[C:9]([C:11]2[O:12][C:13]([C:19]3[CH:24]=[CH:23][CH:22]=[CH:21][C:20]=3[Cl:25])=[C:14]([C:16]([NH2:28])=[O:17])[N:15]=2)[C:8]([CH3:26])=[CH:7][N:6]=1)(=[O:3])[CH3:2] |f:1.2|. Run at time 5 minute. The reactants are C(C)(=O)NC1=NC=C(C(=C1)C=1OC(=C(N1)C(=O)O)C1=C(C=CC=C1)Cl)C (2-[2-(acetylamino)-5-methylpyridin-4-yl]-5-(2-chlorophenyl)-1,3-oxazole-4-carboxylic acid), CN(C)C(=[N+](C)C)ON1C2=C(C=CC=C2)N=N1.[B-](F)(F)(F)F (TBTU), TEA, N (ammonia). Procedure: To a round bottom flask was added 2-[2-(acetylamino)-5-methylpyridin-4-yl]-5-(2-chlorophenyl)-1,3-oxazole-4-carboxylic acid (1.1 g, 2.8 mmol), DCM (35 mL), TBTU (3.6 g, 11.3 mmol), and TEA (3.0 mL, 21.5 mmol). The mixture was allowed to stir for 5 min at rt and then ammonia (0.5M in dioxane, 32 mL) was added. The resulting mixture was allowed to stir at rt overnight. The mixture was concentrated and the residue was washed with water to give 2-[2-(acetylamino)-5-methylpyridin-4-yl]-5-(2-chlorophe... The solvent is FC(C(=O)O)(F)F (trifluoroacetic acid). Yields the product CN1C=C(C2=CC=CC=C12)[C@@H](C)[C@@H]1C(N[C@@H](C(N1)=O)CC1=NC=CC=C1)=O ((3R,6R)-3-[(R)-1-(1-methylindol-3-yl)ethyl]-6-(2-pyridylmethyl)piperazine-2,5-dione). Run at time 30 minute. The reactants are COC([C@H](NC([C@H](NC(=O)OC(C)(C)C)CC1=NC=CC=C1)=O)C(C1=CN(C2=CC=CC=C12)C)C)=O (Nα -[N-t-butoxycarbonyl-3-(2-pyridyl)-D-alanyl]-1,β-dimethyl-D-tryptophan methyl ester). As a reaction SMILES: COC(=O)[C@@H:4]([CH:24]([CH3:35])[C:25]1[C:33]2[C:28](=[CH:29][CH:30]=[CH:31][CH:32]=2)[N:27]([CH3:34])[CH:26]=1)[NH:5][C:6](=[O:23])[C@@H:7]([CH2:16][C:17]1[CH:22]=[CH:21][CH:20]=[CH:19][N:18]=1)[NH:8][C:9](OC(C)(C)C)=[O:10]>FC(F)(F)C(O)=O>[CH3:34][N:27]1[C:28]2[C:33](=[CH:32][CH:31]=[CH:30][CH:29]=2)[C:25]([C@H:24]([C@H:4]2[NH:5][C:6](=[O:23])[C@@H:7]([CH2:16][C:17]3[CH:22]=[CH:21][CH:20]=[CH:19][N:18]=3)[NH:8][C:9]2=[O:10])[CH3:35])=[CH:26]1. Reported procedure: A mixture of Nα -[N-t-butoxycarbonyl-3-(2-pyridyl)-D-alanyl]-1,β-dimethyl-D-tryptophan methyl ester (10.54 g) and trifluoroacetic acid (80 ml) was stirred on an ice bath for 30 minutes. After removal of the solvent, resultant crude residue was dissolved in ethanol (150 ml) and saturated ammonia in ethanol (150 ml) was added to the solution and resultant mixture was stirred for 16 hours at ambient temperature. After evaporation of the solvent, chloroform (200 ml) was added to the mixture. The ins... Starting materials: O=C(Cl)C(=O)Cl, ClCCl, O=C(O)Cc1ccccc1[N+](=O)[O-], CN(C)C=O. Yields the product O=C(Cl)Cc1ccccc1[N+](=O)[O-]. As a reaction SMILES: [Cl:19][C:20]([C:21]([Cl:22])=[O:23])=[O:24].[Cl:25][CH2:26][Cl:27].[N+:1](=[O:2])([O-:3])[c:4]1[c:5]([CH2:10][C:11](=[O:12])[OH:13])[cH:6][cH:7][cH:8][cH:9]1.[O:14]=[CH:15][N:16]([CH3:17])[CH3:18]>>[N+:1](=[O:2])([O-:3])[c:4]1[c:5]([CH2:10][C:11](=[O:13])[Cl:19])[cH:6][cH:7][cH:8][cH:9]1. Starting materials: CS(=O)(=O)OC[C@H](C1=CC=CC=C1)NC(=O)OC(C)(C)C ((S)-2-((tert-butoxycarbonyl)amino)-2-phenylethyl methanesulfonate), C[S-].[Na+] (sodium thiomethoxide), O1CCOCC1 (Dioxane). Run in CO (MeOH). Run at temperature 45 celsius. The product is CSC[C@H](C1=CC=CC=C1)NC(OC(C)(C)C)=O ((S)-tert-butyl (2-(methylthio)-1-phenylethyl)carbamate). The yield is 76.1%. As a reaction SMILES: CS(O[CH2:6][C@@H:7]([NH:14][C:15]([O:17][C:18]([CH3:21])([CH3:20])[CH3:19])=[O:16])[C:8]1[CH:13]=[CH:12][CH:11]=[CH:10][CH:9]=1)(=O)=O.[CH3:22][S-:23].[Na+].O1CCOCC1>CO>[CH3:22][S:23][CH2:6][C@@H:7]([NH:14][C:15](=[O:16])[O:17][C:18]([CH3:19])([CH3:20])[CH3:21])[C:8]1[CH:9]=[CH:10][CH:11]=[CH:12][CH:13]=1 |f:1.2|. Procedure details: (S)-2-((tert-butoxycarbonyl)amino)-2-phenylethyl methanesulfonate (600 mg, 1.902 mmol) and sodium thiomethoxide (593 mg, 7.61 mmol) were added to a 20 mL microwave tube equipped with mechanical stir bar and charged with Dioxane (10 ml). The reaction was allowed to heat overnight at 45° C. The reaction was poured into 5 mL MeOH and 5 g silica, and the solvents were evaporated in vacuo. The dry-loaded crude product was purified on 50 g SNAP column 10-50% EtOAc/hexanes to provide (S)-tert-butyl (2-...